Dataset: the Open Reaction Database (ORD), a public repository of structured organic reaction records. Task: describe an organic reaction: reactants, conditions, products, and yield RXN SMILES: [C:1]1([C:7]2[N:12]3[N:13]=[CH:14][C:15]([C:16]([NH2:18])=[O:17])=[C:11]3[NH:10][CH2:9][CH:8]=2)[CH:6]=[CH:5][CH:4]=[CH:3][CH:2]=1.C(=O)=O.[H-].[Na+].[C:24](N1C=CN=C1)(N1C=CN=C1)=[S:25]>O1CCCC1.CC(C)=O>[C:1]1([C:7]2[N:12]3[C:11]4[N:10]([C:24](=[S:25])[NH:18][C:16](=[O:17])[C:15]=4[CH:14]=[N:13]3)[CH2:9][CH:8]=2)[CH:2]=[CH:3][CH:4]=[CH:5][CH:6]=1 |f:2.3|. The product is C1(=CC=CC=C1)C1=CCN2C(NC(C=3C=NN1C32)=O)=S (4,5-Dihydro-8-phenyl-5-thioxo-3H,6H-1,4,5a,8a-tetraazaacenaphthylen-3-one). Procedure: A mixture of 7.6 g of 4,5-dihydro-7-phenylpyrazolo[1,5-a]pyrimidine-3-carboxamide (prepared as described in Example 3) in 304 ml of dry tetrahydrofuran was stirred and cooled at -78° C. (dry-ice, acetone), under nitrogen and 2.17 g of sodium hydride (60% dispersion in mineral oil) was added. The mixture was stirred at -78° C. for 30 minutes, then 4.84 g of 1,1'-thiocarbonyldiimidazole was added in one portion. The temperature was kept at -78° C. for 2 hours, then was allowed to warm slowly to ro... The solvent is CC(=O)C (acetone), O1CCCC1 (tetrahydrofuran). Starting materials: C(=O)=O (dry-ice), C(=S)(N1C=NC=C1)N1C=NC=C1 (1,1'-thiocarbonyldiimidazole), C1(=CC=CC=C1)C1=CCNC=2N1N=CC2C(=O)N (4,5-Dihydro-7-phenylpyrazolo[1,5-a]pyrimidine-3-carboxamide), [H-].[Na+] (sodium hydride). Yield: 41.7%. Reaction conditions: time 2 hour.